Dataset: the Open Reaction Database (ORD), a public repository of structured organic reaction records. Task: describe an organic reaction: reactants, conditions, products, and yield The reactants are O(C1=CC=CC=C1)C=1C=C(CBr)C=CC1 (m-phenoxybenzyl bromide), NC(=S)N (thiourea), Cl (hydrochloric acid), N (ammonia). Run in C(C)(C)O (isopropanol), O (water). Product: O(C1=CC=CC=C1)C=1C=C(CS)C=CC1 (m-phenoxybenzylmercaptan). RXN SMILES: [O:1]([C:8]1[CH:9]=[C:10]([CH:13]=[CH:14][CH:15]=1)[CH2:11]Br)[C:2]1[CH:7]=[CH:6][CH:5]=[CH:4][CH:3]=1.NC(N)=[S:18].N.Cl>C(O)(C)C.O>[O:1]([C:8]1[CH:9]=[C:10]([CH:13]=[CH:14][CH:15]=1)[CH2:11][SH:18])[C:2]1[CH:7]=[CH:6][CH:5]=[CH:4][CH:3]=1. Procedure: A solution of 30.8 g of m-phenoxybenzyl bromide in 70 ml of isopropanol is reacted with 9.5 g of thiourea in 30 ml of water and the reaction mixture is refluxed briefly. After cooling, 25 ml of a 25% ammonia solution are added and the mixture is heated briefly to reflux and then allowed to cool, whereupon it is acidified with 18% hydrochloric acid and extracted with methylene chloride. The extract is dried over magnesium sulfate and concentrated, affording the compound of the formula ##STR7## wi... Reactants: CCN(CC)CCCS(=O)(=NC(=O)OCc1ccccc1)c1ccc(N)cc1, CCN(CC)CCCS(=O)(=NC(=O)OCc1ccccc1)c1ccc(NO)cc1. Yields the product CCN(CC)CCCS(=O)(=NC(=O)OCc1ccccc1)c1ccc([N+](=O)[O-])cc1. Reaction SMILES: [CH2:1]([N:2]([CH2:3][CH3:4])[CH2:5][CH2:6][CH2:7][S:9](=[O:8])([c:10]1[cH:11][cH:12][c:13]([NH2:14])[cH:15][cH:16]1)=[N:17][C:18]([O:19][CH2:20][c:21]1[cH:22][cH:23][cH:24][cH:25][cH:26]1)=[O:27])[CH3:28].[CH2:29]([CH3:30])[N:31]([CH2:32][CH2:33][CH2:34][S:35](=[O:36])(=[N:37][C:38](=[O:39])[O:40][CH2:41][c:42]1[cH:43][cH:44][cH:45][cH:46][cH:47]1)[c:48]1[cH:49][cH:50][c:51]([NH:54][OH:55])[cH:52][cH:53]1)[CH2:56][CH3:57]>>[O-:8][N+:54]([c:51]1[cH:50][cH:49][c:48]([S:35]([CH2:34][CH2:33][CH2:32][N:31]([CH2:29][CH3:30])[CH2:56][CH3:57])(=[O:36])=[N:37][C:38](=[O:39])[O:40][CH2:41][c:42]2[cH:43][cH:44][cH:45][cH:46][cH:47]2)[cH:53][cH:52]1)=[O:55]. Starting materials: Br, O=C([O-])O, CC(C)(C)OC(=O)O, CCOC(C)=O, [Na+], C1COCCO1, O, CC1NCCc2cc(O)c(O)cc21. Yields the product CC1c2cc(O)c(O)cc2CCN1C(=O)OC(C)(C)C. RXN SMILES: [BrH:1].[C:15](=[O:16])([OH:17])[O-:18].[C:20]([O:21][C:22]([CH3:23])([CH3:24])[CH3:25])([OH:26])=[O:27].[CH3:28][CH2:29][O:30][C:31](=[O:32])[CH3:33].[Na+:19].[O:35]1[CH2:36][CH2:37][O:38][CH2:39][CH2:40]1.[OH2:34].[OH:2][c:3]1[cH:4][c:5]2[c:10]([cH:11][c:12]1[OH:13])[CH:9]([CH3:14])[NH:8][CH2:7][CH2:6]2>>[OH:2][c:3]1[cH:4][c:5]2[c:10]([cH:11][c:12]1[OH:13])[CH:9]([CH3:14])[N:8]([C:20]([O:21][C:22]([CH3:23])([CH3:24])[CH3:25])=[O:26])[CH2:7][CH2:6]2. Reactants: N#Cc1ccc(C(=O)Cl)cc1, O=C([O-])O, Nc1cccc(C2=NOC(c3cc(Cl)cc(Cl)c3)(C(F)(F)F)C2)c1, [Na+], C1CCOC1, c1ccncc1. The product is N#Cc1ccc(C(=O)Nc2cccc(C3=NOC(c4cc(Cl)cc(Cl)c4)(C(F)(F)F)C3)c2)cc1. RXN SMILES: [C:31](#[N:32])[c:33]1[cH:34][cH:35][c:36]([C:37](=[O:38])[Cl:39])[cH:40][cH:41]1.[C:42](=[O:43])([O-:44])[OH:45].[Cl:1][c:2]1[cH:3][c:4]([C:9]2([C:21]([F:22])([F:23])[F:24])[CH2:10][C:11]([c:14]3[cH:15][c:16]([NH2:20])[cH:17][cH:18][cH:19]3)=[N:12][O:13]2)[cH:5][c:6]([Cl:8])[cH:7]1.[Na+:46].[O:47]1[CH2:48][CH2:49][CH2:50][CH2:51]1.[cH:25]1[cH:26][cH:27][n:28][cH:29][cH:30]1>>[Cl:1][c:2]1[cH:3][c:4]([C:9]2([C:21]([F:22])([F:23])[F:24])[CH2:10][C:11]([c:14]3[cH:15][c:16]([NH:20][C:37]([c:36]4[cH:35][cH:34][c:33]([C:31]#[N:32])[cH:41][cH:40]4)=[O:38])[cH:17][cH:18][cH:19]3)=[N:12][O:13]2)[cH:5][c:6]([Cl:8])[cH:7]1. Reactants: NC1=NC(=CC(=N1)N1CCC2(C[C@H](N(C2)C(=O)OCC2=CC=CC=C2)C(=O)OCC)CC1)O[C@@H](C(F)(F)F)C1=C(C=C(C=C1)C1=CC(=C(C=C1)C)CO)N1N=C(C=C1)C ((S)-2-benzyl 3-ethyl 8-(2-amino-6-((R)-2,2,2-trifluoro-1-(3′-(hydroxymethyl)-4′-methyl-3-(3-methyl-1H-pyrazol-1-yl)-[1,1′-biphenyl]-4-yl)ethoxy)pyrimidin-4-yl)-2,8-diazaspiro[4.5]decane-2,3-dicarboxylate). The reagents and catalysts are [Pd] (Pd/C). The solvent is CCOC(=O)C (EtOAc). The product is NC1=NC(=CC(=N1)N1CCC2(C[C@H](NC2)C(=O)OCC)CC1)O[C@@H](C(F)(F)F)C1=C(C=C(C=C1)C1=CC(=C(C=C1)C)CO)N1N=C(C=C1)C ((S)-ethyl 8-(2-amino-6-((R)-2,2,2-trifluoro-1-(3′-(hydroxymethyl)-4′-methyl-3-(3-methyl-1H-pyrazol-1-yl)-[1,1′-biphenyl]-4-yl)ethoxy)pyrimidin-4-yl)-2,8-diazaspiro[4.5]decane-3-carboxylate). As a reaction SMILES: [NH2:1][C:2]1[N:7]=[C:6]([N:8]2[CH2:32][CH2:31][C:11]3([CH2:15][N:14](C(OCC4C=CC=CC=4)=O)[C@H:13]([C:26]([O:28][CH2:29][CH3:30])=[O:27])[CH2:12]3)[CH2:10][CH2:9]2)[CH:5]=[C:4]([O:33][C@H:34]([C:39]2[CH:44]=[CH:43][C:42]([C:45]3[CH:50]=[CH:49][C:48]([CH3:51])=[C:47]([CH2:52][OH:53])[CH:46]=3)=[CH:41][C:40]=2[N:54]2[CH:58]=[CH:57][C:56]([CH3:59])=[N:55]2)[C:35]([F:38])([F:37])[F:36])[N:3]=1>CCOC(C)=O.[Pd]>[NH2:1][C:2]1[N:7]=[C:6]([N:8]2[CH2:32][CH2:31][C:11]3([CH2:15][NH:14][C@H:13]([C:26]([O:28][CH2:29][CH3:30])=[O:27])[CH2:12]3)[CH2:10][CH2:9]2)[CH:5]=[C:4]([O:33][C@H:34]([C:39]2[CH:44]=[CH:43][C:42]([C:45]3[CH:50]=[CH:49][C:48]([CH3:51])=[C:47]([CH2:52][OH:53])[CH:46]=3)=[CH:41][C:40]=2[N:54]2[CH:58]=[CH:57][C:56]([CH3:59])=[N:55]2)[C:35]([F:38])([F:37])[F:36])[N:3]=1. Procedure details: A solution of (S)-2-benzyl 3-ethyl 8-(2-amino-6-((R)-2,2,2-trifluoro-1-(3′-(hydroxymethyl)-4′-methyl-3-(3-methyl-1H-pyrazol-1-yl)-[1,1′-biphenyl]-4-yl)ethoxy)pyrimidin-4-yl)-2,8-diazaspiro[4.5]decane-2,3-dicarboxylate (200 mg, 0.24 mmol) in EtOAc (5 mL) was hydrogenated using an H-Cube apparatus and a 10% (w/w) Pd/C cartridge with a flow rate of 1.0 mL/min at RT. Purification on normal phase silica gel (EtOAc/heptane) provided (S)-ethyl 8-(2-amino-6-((R)-2,2,2-trifluoro-1-(3′-(hydroxymethyl)-4′-... Starting materials: CCCCP(CCCC)CCCC, Cn1c(CO)nc2cccnc21, Cc1ccccc1, O=C(N=NC(=O)N1CCCCC1)N1CCCCC1, O=Cc1ccc(O)cc1. Product: Cn1c(COc2ccc(C=O)cc2)nc2cccnc21. RXN SMILES: [CH2:22]([P:23]([CH2:24][CH2:25][CH2:26][CH3:27])[CH2:28][CH2:29][CH2:30][CH3:31])[CH2:32][CH2:33][CH3:34].[CH3:1][n:2]1[c:3]([CH2:11][OH:12])[n:4][c:5]2[c:6]1[n:7][cH:8][cH:9][cH:10]2.[CH3:53][c:54]1[cH:55][cH:56][cH:57][cH:58][cH:59]1.[N:35]([C:36]([N:37]1[CH2:38][CH2:39][CH2:40][CH2:41][CH2:42]1)=[O:43])=[N:44][C:45]([N:46]1[CH2:47][CH2:48][CH2:49][CH2:50][CH2:51]1)=[O:52].[OH:13][c:14]1[cH:15][cH:16][c:17]([CH:18]=[O:19])[cH:20][cH:21]1>>[CH3:1][n:2]1[c:3]([CH2:11][O:12][c:14]2[cH:15][cH:16][c:17]([CH:18]=[O:19])[cH:20][cH:21]2)[n:4][c:5]2[c:6]1[n:7][cH:8][cH:9][cH:10]2. Starting materials: C1(CC1)NC(C1=CC(=C(C=C1)C)C=1C=C2C(=CN(C(C2=CC1)=O)CC1CC1)C=O)=O (N-Cyclopropyl-3-(2-cyclopropylmethyl-4-formyl-1-oxo-1,2-dihydro-isoquinolin-6-yl)-4-methyl-benzamide), CN1CCNCC1 (1-methylpiperazine). The product is C1(CC1)NC(C1=CC(=C(C=C1)C)C=1C=C2C(=CN(C(C2=CC1)=O)CC1CC1)CN1CCN(CC1)C)=O (N-Cyclopropyl-3-(2-(cyclopropylmethyl)-4-((4-methylpiperazin-1-yl)methyl)-1-oxo-1,2-dihydroisoquinolin-6-yl)-4-methylbenzamide). As a reaction SMILES: [CH:1]1([NH:4][C:5](=[O:30])[C:6]2[CH:11]=[CH:10][C:9]([CH3:12])=[C:8]([C:13]3[CH:14]=[C:15]4[C:20](=[CH:21][CH:22]=3)[C:19](=[O:23])[N:18]([CH2:24][CH:25]3[CH2:27][CH2:26]3)[CH:17]=[C:16]4[CH:28]=O)[CH:7]=2)[CH2:3][CH2:2]1.[CH3:31][N:32]1[CH2:37][CH2:36][NH:35][CH2:34][CH2:33]1>>[CH:1]1([NH:4][C:5](=[O:30])[C:6]2[CH:11]=[CH:10][C:9]([CH3:12])=[C:8]([C:13]3[CH:14]=[C:15]4[C:20](=[CH:21][CH:22]=3)[C:19](=[O:23])[N:18]([CH2:24][CH:25]3[CH2:27][CH2:26]3)[CH:17]=[C:16]4[CH2:28][N:35]3[CH2:36][CH2:37][N:32]([CH3:31])[CH2:33][CH2:34]3)[CH:7]=2)[CH2:2][CH2:3]1. Procedure: The title compound was prepared as a solid by the method of Example 59 step iv) using product of Example 59 step iii) and 1-methylpiperazine.